This data is from the Open Reaction Database (ORD), a public repository of structured organic reaction records. The task is: describe an organic reaction: reactants, conditions, products, and yield Yields the product Cc1ccc(NC(=O)c2cccc(N(C)C)c2)cc1NC(=O)c1cccc(N(C)S(C)(=O)=O)c1. Starting materials: O=C([O-])[O-], CI, Cc1ccc(NC(=O)c2cccc(N(C)C)c2)cc1NC(=O)c1cccc(NS(C)(=O)=O)c1, [Cs+], [Cs+], CN(C)C=O, O. Reaction SMILES: [C:36](=[O:37])([O-:38])[O-:39].[CH3:1][I:2].[CH3:3][N:4]([c:5]1[cH:6][c:7]([C:8](=[O:9])[NH:10][c:11]2[cH:12][cH:13][c:14]([CH3:31])[c:15]([NH:17][C:18]([c:19]3[cH:20][c:21]([NH:25][S:26](=[O:27])(=[O:28])[CH3:29])[cH:22][cH:23][cH:24]3)=[O:30])[cH:16]2)[cH:32][cH:33][cH:34]1)[CH3:35].[Cs+:40].[Cs+:41].[O:42]=[CH:43][N:44]([CH3:45])[CH3:46].[OH2:47]>>[CH3:3][N:4]([c:5]1[cH:6][c:7]([C:8](=[O:9])[NH:10][c:11]2[cH:12][cH:13][c:14]([CH3:31])[c:15]([NH:17][C:18]([c:19]3[cH:20][c:21]([N:25]([S:26](=[O:27])(=[O:28])[CH3:29])[CH3:36])[cH:22][cH:23][cH:24]3)=[O:30])[cH:16]2)[cH:32][cH:33][cH:34]1)[CH3:35].